This data is from the Open Reaction Database (ORD), a public repository of structured organic reaction records. The task is: describe an organic reaction: reactants, conditions, products, and yield Reactants: CC(=O)OC1C(c2ccc(Cl)c(Cc3ccc4c(c3)NC(=O)CO4)c2)OC2(CC2)C(OC(C)=O)C1OC(C)=O, C1CCOC1. Product: CC(=O)OC1C(c2ccc(Cl)c(Cc3ccc4c(c3)NCCO4)c2)OC2(CC2)C(OC(C)=O)C1OC(C)=O. As a reaction SMILES: [C:1]([CH3:2])(=[O:3])[O:4][CH:5]1[CH:6]([c:21]2[cH:22][c:23]([CH2:28][c:29]3[cH:30][cH:31][c:32]4[c:33]([cH:39]3)[NH:34][C:35](=[O:38])[CH2:36][O:37]4)[c:24]([Cl:27])[cH:25][cH:26]2)[O:7][C:8]2([CH2:9][CH2:10]2)[CH:11]([O:17][C:18]([CH3:19])=[O:20])[CH:12]1[O:13][C:14]([CH3:15])=[O:16].[CH2:40]1[O:41][CH2:42][CH2:43][CH2:44]1>>[C:1]([CH3:2])(=[O:3])[O:4][CH:5]1[CH:6]([c:21]2[cH:22][c:23]([CH2:28][c:29]3[cH:30][cH:31][c:32]4[c:33]([cH:39]3)[NH:34][CH2:35][CH2:36][O:37]4)[c:24]([Cl:27])[cH:25][cH:26]2)[O:7][C:8]2([CH2:9][CH2:10]2)[CH:11]([O:17][C:18]([CH3:19])=[O:20])[CH:12]1[O:13][C:14]([CH3:15])=[O:16].